Dataset: the Open Reaction Database (ORD), a public repository of structured organic reaction records. Task: describe an organic reaction: reactants, conditions, products, and yield Reactants: CC(C)(C)c1cc(S)cc(C(C)(C)C)c1O, CC(C)=O, Clc1nc(Cl)nc(Cl)n1, Clc1ccccc1, [Na+], [Na+], O=S(=O)([O-])[O-]. Product: CC(C)(C)c1cc(Sc2nc(Cl)nc(Cl)n2)cc(C(C)(C)C)c1O. Reaction SMILES: [C:17]([CH3:18])([CH3:19])([CH3:20])[c:21]1[cH:22][c:23]([SH:32])[cH:24][c:25]([C:28]([CH3:29])([CH3:30])[CH3:31])[c:26]1[OH:27].[CH3:33][C:34](=[O:35])[CH3:36].[Cl:1][c:2]1[n:3][c:4]([Cl:5])[n:6][c:7]([Cl:8])[n:9]1.[Cl:37][c:38]1[cH:39][cH:40][cH:41][cH:42][cH:43]1.[Na+:10].[Na+:11].[O-:12][S:13](=[O:14])(=[O:15])[O-:16]>>[Cl:1][c:2]1[n:3][c:4]([S:32][c:23]2[cH:22][c:21]([C:17]([CH3:18])([CH3:19])[CH3:20])[c:26]([OH:27])[c:25]([C:28]([CH3:29])([CH3:30])[CH3:31])[cH:24]2)[n:6][c:7]([Cl:8])[n:9]1. The reactants are C(=O)C=1SC=CN1 (2-formylthiazole), C(CCO)O (1,3-propanediol), CC=1C=CC(=CC1)S(=O)(=O)O (p-TsOH). Solvent: C1=CC=CC=C1 (benzene). Yields the product O1C(OCCC1)C=1SC=CN1 (2-(1,3-Dioxan-2-yl)thiazole). As a reaction SMILES: [CH:1]([C:3]1[S:4][CH:5]=[CH:6][N:7]=1)=[O:2].[CH2:8](O)[CH2:9][CH2:10][OH:11].CC1C=CC(S(O)(=O)=O)=CC=1>C1C=CC=CC=1>[O:2]1[CH2:8][CH2:9][CH2:10][O:11][CH:1]1[C:3]1[S:4][CH:5]=[CH:6][N:7]=1. Reported procedure: A solution of 2-formylthiazole (10 g, 88 mmol), 1,3-propanediol (8 mL) and p-TsOH (100 mg) in benzene (110 mL) was heated at reflux temperature for 15 h with removal of water using a Dean-Stark apparatus. The mixture was cooled to room temperature and washed twice with sat. aq. NaHCO3, twice with water and concentrated. The resulting solid was crystallized from hexane to provide 2-(1,3-Dioxan-2-yl)thiazole as a tan solid (10.4 g). The reactants are NC1=NC=C(C#N)C(=C1)NCCOC (6-amino-4-((2-methoxyethyl)amino)nicotinonitrile), C(#N)C=1C(=CC(=NC1)NC(=O)N1CCCC2=CC(=C(N=C12)C(OC)OC)CN1C(CN(CC1)C)=O)NCCOC (N-(5-cyano-4-((2-methoxyethyl)amino)pyridin-2-yl)-7-(dimethoxymethyl)-6-((4-methyl-2-oxopiperazin-1-yl)methyl)-3,4-dihydro-1,8-naphthyridine-1(2H)-carboxamide). Yields the product C(#N)C=1C(=CC(=NC1)NC(=O)N1[C@H](CCC2=CC(=C(N=C12)C=O)CN1C(CN(CC1)C)=O)C)NCCOC ((S)-N-(5-cyano-4-((2-methoxyethyl)amino)pyridin-2-yl)-7-formyl-2-methyl-6-((4-methyl-2-oxopiperazin-1-yl)methyl)-3,4-dihydro-1,8-naphthyridine-1(2H)-carboxamide). As a reaction SMILES: N[C:2]1C=C(NCCOC)C(C#N)=CN=1.[C:15]([C:17]1[C:18]([NH:50][CH2:51][CH2:52][O:53][CH3:54])=[CH:19][C:20]([NH:23][C:24]([N:26]2[C:35]3[C:30](=[CH:31][C:32]([CH2:41][N:42]4[CH2:47][CH2:46][N:45]([CH3:48])[CH2:44][C:43]4=[O:49])=[C:33]([CH:36](OC)[O:37]C)[N:34]=3)[CH2:29][CH2:28][CH2:27]2)=[O:25])=[N:21][CH:22]=1)#[N:16]>>[C:15]([C:17]1[C:18]([NH:50][CH2:51][CH2:52][O:53][CH3:54])=[CH:19][C:20]([NH:23][C:24]([N:26]2[C:35]3[C:30](=[CH:31][C:32]([CH2:41][N:42]4[CH2:47][CH2:46][N:45]([CH3:48])[CH2:44][C:43]4=[O:49])=[C:33]([CH:36]=[O:37])[N:34]=3)[CH2:29][CH2:28][C@@H:27]2[CH3:2])=[O:25])=[N:21][CH:22]=1)#[N:16]. Procedure details: From intermediates 75 and 268, coupled and deprotected in an analogous manner to intermediate 80 and Example 201. The title compound was obtained as a white solid. Starting materials: ClC=1C=C(C=CC1)C1=CC(=C2C(=N1)CCC2)NC2=CC(=C(C=C2)CC(=O)OCC)F (ethyl 2-(4-((2-(3-chlorophenyl)-6,7-dihydro-5H-cyclopenta[b]pyridin-4-yl)amino)-2-fluorophenyl)acetate), N (ammonia), [Al] (aluminum). The solvent is CO (methanol). Conditions: temperature 100 celsius, time 24 hour. Yields the product Cl.ClC=1C=C(C=CC1)C1=CC(=C2C(=N1)CCC2)NC2=CC(=C(C=C2)CC(=O)N)F (2-(4-((2-(3-Chlorophenyl)-6,7-dihydro-5H-cyclopenta[b]pyridin-4-yl)amino)-2-fluorophenyl)acetamide hydrochloride). Isolated yield 49.0%. RXN SMILES: [Cl:1][C:2]1[CH:3]=[C:4]([C:8]2[N:13]=[C:12]3[CH2:14][CH2:15][CH2:16][C:11]3=[C:10]([NH:17][C:18]3[CH:23]=[CH:22][C:21]([CH2:24][C:25]([O:27]CC)=O)=[C:20]([F:30])[CH:19]=3)[CH:9]=2)[CH:5]=[CH:6][CH:7]=1.[NH3:31].[Al]>CO>[ClH:1].[Cl:1][C:2]1[CH:3]=[C:4]([C:8]2[N:13]=[C:12]3[CH2:14][CH2:15][CH2:16][C:11]3=[C:10]([NH:17][C:18]3[CH:23]=[CH:22][C:21]([CH2:24][C:25]([NH2:31])=[O:27])=[C:20]([F:30])[CH:19]=3)[CH:9]=2)[CH:5]=[CH:6][CH:7]=1 |f:4.5|. Procedure details: To a microwave vessel was added ethyl 2-(4-((2-(3-chlorophenyl)-6,7-dihydro-5H-cyclopenta[b]pyridin-4-yl)amino)-2-fluorophenyl)acetate (0.075 g, 0.18 mmol) and ammonia in methanol (7.0 M, 3 mL) and the vessel was sealed with an aluminum cap. The resulting mixture was stirred at 100° C. for 24 h. After this time, the crude reaction solution was cooled, concentrated, and purified by column chromatography (silica, hexanes/ethyl acetate), followed by the formation of the hydrochloride salt to afford... The reactants are Example 32 ( 32c ), FC1(C(C1)COC1=CC=C(C(=O)NC(C(=O)O)CC2=CC=C(C=C2)OC(F)(F)F)C=C1)F (2-({4-[(2,2-Difluorocyclopropyl)methoxy]benzoyl}amino)-3-[4-(trifluoromethoxy)phenyl]propanoic acid), NCCO (2-aminoethanol). Yields the product FC1(C(C1)COC1=CC=C(C(=O)NC(C(=O)NCCO)CC2=CC=C(C=C2)OC(F)(F)F)C=C1)F (4-[(2,2-Difluorocyclopropyl)methoxy]-N-{2-[(2-hydroxyethyl)amino]-2-oxo-1-[4-(trifluoromethoxy)benzyl]ethyl}benzamide). Isolated yield 63.1%. As a reaction SMILES: [F:1][C:2]1([F:32])[CH2:4][CH:3]1[CH2:5][O:6][C:7]1[CH:31]=[CH:30][C:10]([C:11]([NH:13][CH:14]([CH2:18][C:19]2[CH:24]=[CH:23][C:22]([O:25][C:26]([F:29])([F:28])[F:27])=[CH:21][CH:20]=2)[C:15](O)=[O:16])=[O:12])=[CH:9][CH:8]=1.[NH2:33][CH2:34][CH2:35][OH:36]>>[F:32][C:2]1([F:1])[CH2:4][CH:3]1[CH2:5][O:6][C:7]1[CH:8]=[CH:9][C:10]([C:11]([NH:13][CH:14]([CH2:18][C:19]2[CH:24]=[CH:23][C:22]([O:25][C:26]([F:29])([F:27])[F:28])=[CH:21][CH:20]=2)[C:15]([NH:33][CH2:34][CH2:35][OH:36])=[O:16])=[O:12])=[CH:30][CH:31]=1. Procedure details: A reaction similar to that described in Example 32 (32c) was conducted using 2-({4-[(2,2-difluorocyclopropyl)methoxy]benzoyl}amino)-3-[4-(trifluoromethoxy)phenyl]propanoic acid (352 mg, 0.766 mmol) prepared in Example 40 (40c) and 2-aminoethanol (55 μL, 0.919 mmol) to give 243 mg of the title compound (white powder, yield: 63%). Reactants: ClCCl, O=C(O)C(CC1CCOCC1)c1ccc(Cl)c(Cl)c1, O=C(Cl)C(=O)Cl, CC(C)(O)Cn1ccc(N)n1, Cc1cccc(C)n1. The product is CC(C)(O)Cn1ccc(NC(=O)C(CC2CCOCC2)c2ccc(Cl)c(Cl)c2)n1. As a reaction SMILES: [CH2:45]([Cl:46])[Cl:47].[Cl:1][c:2]1[cH:3][c:4]([CH:9]([C:10](=[O:11])[OH:12])[CH2:13][CH:14]2[CH2:15][CH2:16][O:17][CH2:18][CH2:19]2)[cH:5][cH:6][c:7]1[Cl:8].[Cl:20][C:21]([C:22]([Cl:23])=[O:24])=[O:25].[NH2:26][c:27]1[n:28][n:29]([CH2:32][C:33]([CH3:34])([OH:35])[CH3:36])[cH:30][cH:31]1.[n:37]1[c:38]([CH3:39])[cH:40][cH:41][cH:42][c:43]1[CH3:44]>>[Cl:1][c:2]1[cH:3][c:4]([CH:9]([C:10](=[O:12])[NH:26][c:27]2[n:28][n:29]([CH2:32][C:33]([CH3:34])([OH:35])[CH3:36])[cH:30][cH:31]2)[CH2:13][CH:14]2[CH2:15][CH2:16][O:17][CH2:18][CH2:19]2)[cH:5][cH:6][c:7]1[Cl:8].